This data is from the Open Reaction Database (ORD), a public repository of structured organic reaction records. The task is: describe an organic reaction: reactants, conditions, products, and yield Starting materials: O=C(C(=O)OCC)CC(C1=CC=NC=C1)=O (ethyl 2,4-dioxo-4-(4-pyridinyl)butanoate), CC(C)N1N=CC=C1N (1-(1-methylethyl)-1H-pyrazol-5-amine). Run in C1=CC=CC=C1 (benzene). Reaction conditions: temperature 62 celsius, time 8 hour. Product: CC(C)N1N=CC2=C1N=C(C=C2C(=O)OCC)C2=CC=NC=C2 (Ethyl 1-(1-methylethyl)-6-(4-pyridinyl)-1H-pyrazolo[3,4-b]pyridine-4-carboxylate). Isolated yield 43.6%. RXN SMILES: O=[C:2]([CH2:8][C:9](=O)[C:10]1[CH:15]=[CH:14][N:13]=[CH:12][CH:11]=1)[C:3]([O:5][CH2:6][CH3:7])=[O:4].[CH3:17][CH:18]([N:20]1[C:24]([NH2:25])=[CH:23][CH:22]=[N:21]1)[CH3:19]>C1C=CC=CC=1>[CH3:17][CH:18]([N:20]1[C:24]2[N:25]=[C:9]([C:10]3[CH:15]=[CH:14][N:13]=[CH:12][CH:11]=3)[CH:8]=[C:2]([C:3]([O:5][CH2:6][CH3:7])=[O:4])[C:23]=2[CH:22]=[N:21]1)[CH3:19]. Procedure: To a suspension of ethyl 2,4-dioxo-4-(4-pyridinyl)butanoate (442 mg, 1.997 mmol) in benzene (5 mL) was added 1-(1-methylethyl)-1H-pyrazol-5-amine (250 mg, 1.997 mmol), and the reaction mixture was stirred at 62° C. overnight. The reaction mixture was concentrated in vacuo and the residue was purified using column chromatography (Silica gel, 0 to 100% EtOAc/hexanes) to give 270 mg (43%) of product. LCMS E-S (M+H)=311.3 1H NMR (400 MHz, CHLOROFORM-d) δ ppm 1.54 (t, J=7.2 Hz, 3H), 1.68 (d, J=6.6 Hz... Reactants: OC[C@@H]1N(CCC1)CCC1=CC=C(C=C1)N1CCCC1 ((R)-2-Hydroxymethyl-1-(4-pyrrolidinophenethyl)pyrrolidine), C(O)([O-])=O.[Na+] (sodium hydrogencarbonate), C(C)(C)N(CC)C(C)C (diisopropylethylamine), CS(=O)(=O)Cl (methanesulfonyl chloride). The solvent is ClCCl (dichloromethane), ClCCl (dichloromethane). Reaction conditions: time 2 hour. The product is Cl[C@H]1CN(CCC1)CCC1=CC=C(C=C1)N1CCCC1 ((R)-3-chloro-1-(4-pyrrolidinophenethyl)piperidine), solid. Isolated yield 61.0%. RXN SMILES: O[CH2:2][C@H:3]1[CH2:7][CH2:6][CH2:5][N:4]1[CH2:8][CH2:9][C:10]1[CH:15]=[CH:14][C:13]([N:16]2[CH2:20][CH2:19][CH2:18][CH2:17]2)=[CH:12][CH:11]=1.C(N(C(C)C)CC)(C)C.CS([Cl:34])(=O)=O.C(=O)([O-])O.[Na+]>ClCCl>[Cl:34][C@@H:6]1[CH2:7][CH2:2][CH2:3][N:4]([CH2:8][CH2:9][C:10]2[CH:11]=[CH:12][C:13]([N:16]3[CH2:17][CH2:18][CH2:19][CH2:20]3)=[CH:14][CH:15]=2)[CH2:5]1 |f:3.4|. Procedure details: (R)-2-Hydroxymethyl-1-(4-pyrrolidinophenethyl)pyrrolidine (4.96 g, 19.1 mmol) was dissolved in 70 ml of dichloromethane. 3.21 g (24.8 mmol) of diisopropylethylamine and 2.84 g (24.8 mmol) of methanesulfonyl chloride were added to the obtained solution under stirring under cooling with ice. They were stirred under cooling with ice for 1 hour and then at room temperature for 2 hours. The reaction mixture was distributed into dichloromethane and saturated aqueous sodium hydrogencarbonate solution. ...